Dataset: the Open Reaction Database (ORD), a public repository of structured organic reaction records. Task: describe an organic reaction: reactants, conditions, products, and yield The reactants are NC=1SC(=C(N1)C(=O)OCC)C(CBr)=O (ethyl 2-amino-5-(2-bromoacetyl)-4-thiazolecarboxylate), C(C)(=S)N (thioacetamide). Solvent: COCCOC (1,2-dimethoxyethane), C(C)O (ethanol). The product is NC=1SC(=C(N1)C(=O)OCC)C=1N=C(SC1)C (ethyl 2-amino-5-(2-methyl-4-thiazolyl)-4-thiazolecarboxylate). Yield: 64.8%. RXN SMILES: [NH2:1][C:2]1[S:3][C:4]([C:12](=O)[CH2:13]Br)=[C:5]([C:7]([O:9][CH2:10][CH3:11])=[O:8])[N:6]=1.[C:16]([NH2:19])(=[S:18])[CH3:17]>COCCOC.C(O)C>[NH2:1][C:2]1[S:3][C:4]([C:12]2[N:19]=[C:16]([CH3:17])[S:18][CH:13]=2)=[C:5]([C:7]([O:9][CH2:10][CH3:11])=[O:8])[N:6]=1. Reported procedure: A solution of ethyl 2-amino-5-(2-bromoacetyl)-4-thiazolecarboxylate (2.35 g) and thioacetamide (1.8 g) in a mixture of 1,2-dimethoxyethane (70 ml) and ethanol (70 ml) was refluxed for 7 hours and the reaction mixture was evaporated in vacuo. To the residue was added water, and the resulting mixture was adjusted to pH 8.0 with 20% aqueous potassium carbonate and extracted with a mixture of ethyl acetate and tetrahydrofuran. The extract was washed with brine, dried over magnesium sulfate, and evap... Starting materials: solution, C(=O)(Cl)Cl (phosgene), C1=CC=CC=C1 (benzene), ClC=1C=C(N)C=CC1OCCC1=CC=CC=C1 (3-chloro-4-(phenethyloxy)aniline), C([O-])([O-])=O.[K+].[K+] (potassium carbonate). Solvent: C1(=CC=CC=C1)C (toluene). Reaction conditions: temperature 85 celsius. The product is ClC=1C=C(C=CC1OCCC1=CC=CC=C1)N=C=O (3-chloro-4-(phenethyloxy)phenyl isocyanate). As a reaction SMILES: [Cl:1][C:2]1[CH:3]=[C:4]([CH:6]=[CH:7][C:8]=1[O:9][CH2:10][CH2:11][C:12]1[CH:17]=[CH:16][CH:15]=[CH:14][CH:13]=1)[NH2:5].[C:18](=O)([O-])[O-:19].[K+].[K+].C(Cl)(Cl)=O.C1C=CC=CC=1>C1(C)C=CC=CC=1>[Cl:1][C:2]1[CH:3]=[C:4]([N:5]=[C:18]=[O:19])[CH:6]=[CH:7][C:8]=1[O:9][CH2:10][CH2:11][C:12]1[CH:13]=[CH:14][CH:15]=[CH:16][CH:17]=1 |f:1.2.3|. Reported procedure: A mixture of 3-chloro-4-(phenethyloxy)aniline (16.06 g; 0.0648 mol), toluene (500 ml) and potassium carbonate (4.5 g; 0.035 mol) is prepared and maintained under nitrogen atmosphere. A. 12.5% solution of phosgene in benzene (65 ml; 0.072 mol) is added to the above mixture. A precipitate forms immediately. The mixture is heated at 85° C. for 45 minutes. By the end of this period the precipitate has dissolved. The reaction mixture is cooled down and filtered. The product is not isolated but rather...